From a dataset of the Open Reaction Database (ORD), a public repository of structured organic reaction records. describe an organic reaction: reactants, conditions, products, and yield Starting materials: CCc1ccccc1-c1nc(-c2cccc(OC)c2)n[nH]1, Cc1ccc(N=C=O)cc1, CC#N. The product is CCc1ccccc1-c1nc(-c2cccc(OC)c2)nn1C(=O)Nc1ccc(C)cc1. RXN SMILES: [CH2:1]([CH3:2])[c:3]1[c:4](-[c:9]2[n:10][c:11](-[c:14]3[cH:15][c:16]([O:20][CH3:21])[cH:17][cH:18][cH:19]3)[n:12][nH:13]2)[cH:5][cH:6][cH:7][cH:8]1.[CH3:22][c:23]1[cH:24][cH:25][c:26]([N:29]=[C:30]=[O:31])[cH:27][cH:28]1.[CH3:32][C:33]#[N:34]>>[CH2:1]([CH3:2])[c:3]1[c:4](-[c:9]2[n:10][c:11](-[c:14]3[cH:15][c:16]([O:20][CH3:21])[cH:17][cH:18][cH:19]3)[n:12][n:13]2[C:30]([NH:29][c:26]2[cH:25][cH:24][c:23]([CH3:22])[cH:28][cH:27]2)=[O:31])[cH:5][cH:6][cH:7][cH:8]1. Starting materials: COC1=CC=C(C=C1)S(=O)(=O)CC(C(=O)OCC)=C (2[(4-methoxybenzenesulfonyl)methyl]-acrylic acid, ethyl ester), S(C1=C(C=C(C(=C1)C(C)(C)C)O)C)C1=C(C=C(C(=C1)C(C)(C)C)O)C (4,4′-thiobis-(6-t-butyl-3-methylphenol)), ClC=1C=C(C(=O)OO)C=CC1 (m-chloroperoxybenzoic acid). Run in C(CCl)Cl (ethylene dichloride), C(CCl)Cl (ethylene dichloride). Yields the product COC1=CC=C(C=C1)S(=O)(=O)CC1(OC1)C(=O)OCC (2-(4-Methoxybenzenesulfonyl)methyl-oxiranecarboxylic Acid, Ethyl Ester). RXN SMILES: [CH3:1][O:2][C:3]1[CH:8]=[CH:7][C:6]([S:9]([CH2:12][C:13](=[CH2:19])[C:14]([O:16][CH2:17][CH3:18])=[O:15])(=[O:11])=[O:10])=[CH:5][CH:4]=1.S(C1C=C(C(C)(C)C)C(O)=CC=1C)C1C=C(C(C)(C)C)C([OH:31])=CC=1C.ClC1C=C(C=CC=1)C(OO)=O>C(Cl)CCl>[CH3:1][O:2][C:3]1[CH:8]=[CH:7][C:6]([S:9]([CH2:12][C:13]2([C:14]([O:16][CH2:17][CH3:18])=[O:15])[CH2:19][O:31]2)(=[O:11])=[O:10])=[CH:5][CH:4]=1. Procedure: To 2[(4-methoxybenzenesulfonyl)methyl]-acrylic acid, ethyl ester (38.4 g, 0.152 mol) in 200 mL of ethylene dichloride is added a small amount of the radical inhibitor 4,4′-thiobis-(6-t-butyl-3-methylphenol) [Ref: J.C.S. Chem. Commun., 1972, pp 64-65]. Technical grade m-chloroperoxybenzoic acid (MCPBA, 154 g) is added portionwise over about 45 minutes. The reaction becomes a heavy white slurry. Additional ethylene dichloride (150 mL) is introduced to facilitate stirring. The reaction is refluxed ... The yield is 22.2%. Run in CN(C=O)C (dimethylformamide), CN(C=O)C (dimethylformamide). Starting materials: ice, Cl.NCC(=O)OCC (ethyl aminoacetate hydrochloride), C([O-])([O-])=O.[K+].[K+] (potassium carbonate), BrCC1=CSC=C1CBr (3,4bis(bromomethyl)thiophene). Procedure: 13.18 g (0.0945 mol) of ethyl aminoacetate hydrochloride, 33.8 g (0.245 mol) of potassium carbonate and 60 ml of dimethylformamide are introduced, under argon, into a 250 ml round-bottomed flask. The mixture is cooled to 5° C. and 8.5 g (0.0315 mol) of 3,4bis(bromomethyl)thiophene in solution in 30 ml of dimethylformamide are added over 25 minutes. This mixture is stirred at room temperature for 67 h. The mixture is poured into 500 ml of ice-cold water and extracted 3 times with ether. The organ... Conditions: temperature 5 celsius, time 67 hour. Product: C=1SC=C2C1CN(C2)CC(=O)OCC (Ethyl 2-(5,6-dihydro-4H-thieno[3,4-c]pyrrol-5yl)acetate). As a reaction SMILES: Cl.[NH2:2][CH2:3][C:4]([O:6][CH2:7][CH3:8])=[O:5].C(=O)([O-])[O-].[K+].[K+].Br[CH2:16][C:17]1[C:21]([CH2:22]Br)=[CH:20][S:19][CH:18]=1>CN(C)C=O>[CH:18]1[S:19][CH:20]=[C:21]2[CH2:22][N:2]([CH2:3][C:4]([O:6][CH2:7][CH3:8])=[O:5])[CH2:16][C:17]=12 |f:0.1,2.3.4|. Reactants: ClCCN1CCOCC1 (4-(2-chloroethyl)morpholine), C([O-])([O-])=O.[K+].[K+] (potassium carbonate), OC1=CC2=C(C=C(O2)C(=O)OC)C=C1 (Methyl 6-hydroxybenzofuran-2-carboxylate). Run in CN(C)C=O.CC(=O)C (DMF acetone). Conditions: temperature 60 celsius, time 72 hour. Product: O1CCN(CC1)CCOC1=CC2=C(C=C(O2)C(=O)OC)C=C1 (Methyl 6-(2-morpholinoethoxy)benzofuran-2-carboxylate). The yield is 73.4%. As a reaction SMILES: [OH:1][C:2]1[CH:14]=[CH:13][C:5]2[CH:6]=[C:7]([C:9]([O:11][CH3:12])=[O:10])[O:8][C:4]=2[CH:3]=1.Cl[CH2:16][CH2:17][N:18]1[CH2:23][CH2:22][O:21][CH2:20][CH2:19]1.C(=O)([O-])[O-].[K+].[K+]>CN(C=O)C.CC(C)=O>[O:21]1[CH2:22][CH2:23][N:18]([CH2:17][CH2:16][O:1][C:2]2[CH:14]=[CH:13][C:5]3[CH:6]=[C:7]([C:9]([O:11][CH3:12])=[O:10])[O:8][C:4]=3[CH:3]=2)[CH2:19][CH2:20]1 |f:2.3.4,5.6|. Reported procedure: To a stirred solution of 267 (650 mg, 3.39 mmol) in a 1:1 mixture of DMF-acetone (20 mL) was added 4-(2-chloroethyl)morpholine (630 mg, 3.39 mmol) and potassium carbonate (937 mg, 6.78 mmol). The reaction mixture was stirred at 60° C. for 72 hours. The solvents were removed under reduced pressure and water (50 mL) was added to the residue. 2M Sodium carbonate solution (20 mL) was added and the resultant solution was extracted with ethyl acetate (2×40 mL). The organic phase was separated, dried w... Reactants: C(C1=CC=CC=C1)O[C@H]1[C@@H]([C@H](C[C@H]2[C@@H]1NC(O2)=O)COCC2=CC=CC=C2)OCC2=CC=CC=C2 ((3aS,4R,5R,6R,7aS)-4,5-bis(benzyloxy)-6-((benzyloxy)methyl)-hexahydrobenzo[d]oxazol-2(3H)-one), C(Cl)Cl (DCM), N1CCCC1 (Pyrrolidine), C1CCOC1 (THF), F[B-](F)(F)F.C[O+](C)C (trimethyloxonium tetrafluoroborate). Reaction conditions: time 24 hour. Product: C(Cl)Cl.CO.[NH4+].[OH-] (DCM MeOH NH4OH), C(C1=CC=CC=C1)O[C@H]1[C@@H]([C@H](C[C@H]2[C@@H]1N=C(O2)N2CCCC2)COCC2=CC=CC=C2)OCC2=CC=CC=C2 ((3aS,4R,5R,6R,7aS)-4,5-bis(benzyloxy)-6-((benzyloxy)methyl)-2-(pyrrolidin-1-yl)-3a,4,5,6,7,7a-hexahydrobenzo[d]oxazole). The yield is 21.0%. As a reaction SMILES: [CH2:1]([O:8][C@@H:9]1[C@H:14]2[NH:15][C:16](=O)[O:17][C@H:13]2[CH2:12][C@H:11]([CH2:19][O:20][CH2:21][C:22]2[CH:27]=[CH:26][CH:25]=[CH:24][CH:23]=2)[C@H:10]1[O:28][CH2:29][C:30]1[CH:35]=[CH:34][CH:33]=[CH:32][CH:31]=1)[C:2]1[CH:7]=[CH:6][CH:5]=[CH:4][CH:3]=1.F[B-](F)(F)F.C[O+:42](C)C.[NH:45]1[CH2:49][CH2:48][CH2:47][CH2:46]1.C1COCC1.[CH2:55]([Cl:57])[Cl:56]>>[CH2:55]([Cl:57])[Cl:56].[CH3:1][OH:8].[NH4+:15].[OH-:42].[CH2:1]([O:8][C@@H:9]1[C@H:14]2[N:15]=[C:16]([N:45]3[CH2:49][CH2:48][CH2:47][CH2:46]3)[O:17][C@H:13]2[CH2:12][C@H:11]([CH2:19][O:20][CH2:21][C:22]2[CH:23]=[CH:24][CH:25]=[CH:26][CH:27]=2)[C@H:10]1[O:28][CH2:29][C:30]1[CH:35]=[CH:34][CH:33]=[CH:32][CH:31]=1)[C:2]1[CH:3]=[CH:4][CH:5]=[CH:6][CH:7]=1 |f:1.2,6.7.8.9|. Procedure: To a solution of (3aS,4R,5R,6R,7aS)-4,5-bis(benzyloxy)-6-((benzyloxy)methyl)-hexahydrobenzo[d]oxazol-2(3H)-one (237 mg, 0.500 mmol) in dry DCM (3.5 mL) was added 4 molecule sieves (200 mg) followed by trimethyloxonium tetrafluoroborate (370 mg, 2.50 mmol). The mixture was stirred under nitrogen at room temperature for 24 h. Pyrrolidine (355 mg, 5.00 mmol) was added followed by THF (2 mL). The mixture was stirred at room temperature for another 24 h. The mixture was diluted with satd. aqueous NaH... Starting materials: CCN=C=NCCCN(C)C, CCOC(C)=O, CN(C)C=O, CC(Cc1c[nH]c2ccccc12)(NC(=O)OC1C2CC3CC(C2)CC1C3)C(=O)O, Cl, NCCc1ccccn1, On1nnc2ccccc21. Yields the product CC(Cc1c[nH]c2ccccc12)(NC(=O)OC1C2CC3CC(C2)CC1C3)C(=O)NCCc1ccccn1. RXN SMILES: [CH3:41][N:42]([CH3:43])[CH2:44][CH2:45][CH2:46][N:47]=[C:48]=[N:49][CH2:50][CH3:51].[CH3:61][CH2:62][O:63][C:64](=[O:65])[CH3:66].[CH3:67][N:68]([CH3:69])[CH:70]=[O:71].[CH:1]12[CH:2]([O:11][C:12](=[O:13])[NH:14][C:15]([CH2:16][c:17]3[cH:18][nH:19][c:20]4[cH:21][cH:22][cH:23][cH:24][c:25]34)([C:26](=[O:27])[OH:28])[CH3:29])[CH:3]3[CH2:4][CH:5]([CH2:6][CH:7]([CH2:8]1)[CH2:9]3)[CH2:10]2.[ClH:40].[NH2:52][CH2:53][CH2:54][c:55]1[n:56][cH:57][cH:58][cH:59][cH:60]1.[OH:30][n:31]1[c:32]2[cH:33][cH:34][cH:35][cH:36][c:37]2[n:38][n:39]1>>[CH:1]12[CH:2]([O:11][C:12](=[O:13])[NH:14][C:15]([CH2:16][c:17]3[cH:18][nH:19][c:20]4[cH:21][cH:22][cH:23][cH:24][c:25]34)([C:26](=[O:28])[NH:52][CH2:53][CH2:54][c:55]3[n:56][cH:57][cH:58][cH:59][cH:60]3)[CH3:29])[CH:3]3[CH2:4][CH:5]([CH2:6][CH:7]([CH2:8]1)[CH2:9]3)[CH2:10]2. Starting materials: CCN(C(C)C)C(C)C, ON(O)c1cnc(Cl)nc1Cl, ClCCl, CC(C)(C)OC(=O)N1CCCC1CN. Product: CC(C)(C)OC(=O)N1CCCC1CNc1nc(Cl)ncc1N(O)O. As a reaction SMILES: [CH:26]([N:27]([CH2:28][CH3:29])[CH:30]([CH3:31])[CH3:32])([CH3:33])[CH3:34].[Cl:1][c:2]1[n:3][cH:4][c:5]([N:9]([OH:10])[OH:11])[c:6]([Cl:8])[n:7]1.[Cl:35][CH2:36][Cl:37].[NH2:12][CH2:13][CH:14]1[N:15]([C:19](=[O:20])[O:21][C:22]([CH3:23])([CH3:24])[CH3:25])[CH2:16][CH2:17][CH2:18]1>>[Cl:1][c:2]1[n:3][cH:4][c:5]([N:9]([OH:10])[OH:11])[c:6]([NH:12][CH2:13][CH:14]2[N:15]([C:19](=[O:20])[O:21][C:22]([CH3:23])([CH3:24])[CH3:25])[CH2:16][CH2:17][CH2:18]2)[n:7]1. RXN SMILES: Cl.[CH3:2][O:3][C:4]1[CH:5]=[C:6]([C:12]2[C:16]3([CH2:20][CH2:19][CH2:18][CH2:17]3)[C:15](=[O:21])[N:14]([CH:22]3[CH2:27][CH2:26][NH:25][CH2:24][CH2:23]3)[N:13]=2)[CH:7]=[CH:8][C:9]=1[O:10][CH3:11].[C:28]([C:30]1[CH:35]=[CH:34][CH:33]=[CH:32][C:31]=1[S:36](Cl)(=[O:38])=[O:37])#[N:29]>>[CH3:2][O:3][C:4]1[CH:5]=[C:6]([C:12]2[C:16]3([CH2:17][CH2:18][CH2:19][CH2:20]3)[C:15](=[O:21])[N:14]([CH:22]3[CH2:23][CH2:24][N:25]([S:36]([C:31]4[CH:32]=[CH:33][CH:34]=[CH:35][C:30]=4[C:28]#[N:29])(=[O:38])=[O:37])[CH2:26][CH2:27]3)[N:13]=2)[CH:7]=[CH:8][C:9]=1[O:10][CH3:11] |f:0.1|. Yields the product COC=1C=C(C=CC1OC)C1=NN(C(C12CCCC2)=O)C2CCN(CC2)S(=O)(=O)C2=C(C#N)C=CC=C2 (2-({4-[4-(3,4-Dimethoxyphenyl)-1-oxo-2,3-diazaspiro[4.4]non-3-en-2-yl]piperidin-1-yl}sulfonyl)benzonitrile). Procedure: The title compound is prepared analogously as described for GP1 using 4-(3,4-dimethoxyphenyl)-2-(piperidin-4-yl)-2,3-diazaspiro[4.4]non-3-en-1-one hydrochloride (compound B10*HCl) and 2-cyanobenzenesulfonyl chloride as starting compounds. The crude product is purified by crystallization from EA and diethyl ether to yield the title compound. Starting materials: Cl.COC=1C=C(C=CC1OC)C1=NN(C(C12CCCC2)=O)C2CCNCC2 (4-(3,4-dimethoxyphenyl)-2-(piperidin-4-yl)-2,3-diazaspiro[4.4]non-3-en-1-one hydrochloride), C(#N)C1=C(C=CC=C1)S(=O)(=O)Cl (2-cyanobenzenesulfonyl chloride). The reactants are C1COCCN1, Cc1ccccc1, C[Al](C)C, CCOC(=O)c1n[nH]c2c(=O)[nH]c3cc(Cl)ccc3c(=O)c12. The product is O=C(c1n[nH]c2c(=O)[nH]c3cc(Cl)ccc3c(=O)c12)N1CCOCC1. Reaction SMILES: [CH2:1]1[CH2:2][O:3][CH2:4][CH2:5][NH:6]1.[CH3:33][c:34]1[cH:35][cH:36][cH:37][cH:38][cH:39]1.[CH3:7][Al:8]([CH3:9])[CH3:10].[Cl:11][c:12]1[cH:13][c:14]2[c:15]([c:16](=[O:30])[c:17]3[c:18]([c:19](=[O:21])[nH:20]2)[nH:22][n:23][c:24]3[C:25](=[O:26])[O:27][CH2:28][CH3:29])[cH:31][cH:32]1>>[CH2:1]1[CH2:2][O:3][CH2:4][CH2:5][N:6]1[C:25]([c:24]1[c:17]2[c:16](=[O:30])[c:15]3[c:14]([cH:13][c:12]([Cl:11])[cH:32][cH:31]3)[nH:20][c:19](=[O:21])[c:18]2[nH:22][n:23]1)=[O:26]. Starting materials: CCOC(=O)CC1OC(c2cccc(OC)c2OC)c2cc(Cl)ccc2N(CC(C)(CO)CO)C1=O, CCO, Cl, [Na+], [OH-], O. The product is COc1cccc(C2OC(CC(=O)O)C(=O)N(CC(C)(CO)CO)c3ccc(Cl)cc32)c1OC. As a reaction SMILES: [CH2:1]([CH3:2])[O:3][C:4]([CH2:5][CH:6]1[C:7](=[O:35])[N:8]([CH2:28][C:29]([CH2:30][OH:31])([CH3:32])[CH2:33][OH:34])[c:9]2[c:10]([cH:23][c:24]([Cl:27])[cH:25][cH:26]2)[CH:11]([c:13]2[c:14]([O:21][CH3:22])[c:15]([O:19][CH3:20])[cH:16][cH:17][cH:18]2)[O:12]1)=[O:36].[CH3:41][CH2:42][OH:43].[ClH:40].[Na+:38].[OH-:37].[OH2:39]>>[O:3]=[C:4]([CH2:5][CH:6]1[C:7](=[O:35])[N:8]([CH2:28][C:29]([CH2:30][OH:31])([CH3:32])[CH2:33][OH:34])[c:9]2[c:10]([cH:23][c:24]([Cl:27])[cH:25][cH:26]2)[CH:11]([c:13]2[c:14]([O:21][CH3:22])[c:15]([O:19][CH3:20])[cH:16][cH:17][cH:18]2)[O:12]1)[OH:36].